From a dataset of the Open Reaction Database (ORD), a public repository of structured organic reaction records. describe an organic reaction: reactants, conditions, products, and yield Starting materials: CC1=NC2=CC=CC=C2C=C1NC(OC1=CC=CC=C1)=O (Phenyl N-(2-methylquinolin-3-yl)carbamate), CSC1=C(C=CC=C1)N1CCNCC1 (1-(2-methylthiophenyl)piperazine). The product is CC1=NC2=CC=CC=C2C=C1NC(=O)N1CCN(CC1)C1=C(C=CC=C1)SC (1-[(2-Methylquinolin-3-yl)aminocarbonyl]-4-(2-methylthiophenyl)piperazine). Isolated yield 76.0%. As a reaction SMILES: [CH3:1][C:2]1[C:11]([NH:12][C:13](=[O:21])OC2C=CC=CC=2)=[CH:10][C:9]2[C:4](=[CH:5][CH:6]=[CH:7][CH:8]=2)[N:3]=1.[CH3:22][S:23][C:24]1[CH:29]=[CH:28][CH:27]=[CH:26][C:25]=1[N:30]1[CH2:35][CH2:34][NH:33][CH2:32][CH2:31]1>>[CH3:1][C:2]1[C:11]([NH:12][C:13]([N:33]2[CH2:32][CH2:31][N:30]([C:25]3[CH:26]=[CH:27][CH:28]=[CH:29][C:24]=3[S:23][CH3:22])[CH2:35][CH2:34]2)=[O:21])=[CH:10][C:9]2[C:4](=[CH:5][CH:6]=[CH:7][CH:8]=2)[N:3]=1. Reported procedure: Phenyl N-(2-methylquinolin-3-yl)carbamate and 1-(2-methylthiophenyl)piperazine were reacted by the same way with the example 114 to obtain the titled compound. Reported procedure: In a nitrogen atmosphere at 5° C., 100 ml of 1.6M n-butyllithium in hexane was added to a mixture of 21.7 g of 1,1,1,3,3,3-hexafluoro-2-propanol and 120 g of tetrahydrofuran. The mixture was stirred at 5° C. for 1 hour. Then a dilution of 22.8 g of 2-oxopropyl 5-norbornene-2-carboxylate in 30 g of tetrahydrofuran was added at 5° C. The mixture was stirred for 15 hours, after which dilute hydrochloric acid was added for quenching and neutralization. This was followed by conventional aqueous work-... As a reaction SMILES: C([Li])CCC.[F:6][C:7]([F:15])([F:14])[CH:8]([OH:13])[C:9]([F:12])(F)[F:10].[CH:16]12[CH2:22][CH:19]([CH:20]=[CH:21]1)[CH2:18][CH:17]2[C:23]([O:25][CH2:26][C:27](=[O:29])[CH3:28])=[O:24].Cl.[O:31]1CCCC1>CCCCCC>[CH:16]12[CH2:22][CH:19]([CH:20]=[CH:21]1)[CH2:18][CH:17]2[C:23]([O:25][CH2:26][C:27]([CH3:28])([OH:29])[C:9]([F:12])([F:10])[C:8]([OH:31])([OH:13])[C:7]([F:15])([F:14])[F:6])=[O:24]. Run at temperature 5 celsius, time 1 hour. The product is C12C(CC(C=C1)C2)C(=O)OCC(C(C(C(F)(F)F)(O)O)(F)F)(O)C (2-methyl-3,3,5,5,5-pentafluoro-2,4,4-trihydroxypentyl 5-norbornene-2-carboxylate). Isolated yield 58.2%. Run in CCCCCC (hexane). The reactants are C(CCC)[Li] (n-butyllithium), FC(C(C(F)(F)F)O)(F)F (1,1,1,3,3,3-hexafluoro-2-propanol), O1CCCC1 (tetrahydrofuran), Cl (hydrochloric acid), C12C(CC(C=C1)C2)C(=O)OCC(C)=O (2-oxopropyl 5-norbornene-2-carboxylate), O1CCCC1 (tetrahydrofuran).